The task is: describe an organic reaction: reactants, conditions, products, and yield. This data is from the Open Reaction Database (ORD), a public repository of structured organic reaction records. Reactants: COC(=O)N1CCN(C(=O)OC(C)(C)C)C(CCO)C1, ClCCl, CCOC(=O)N=NC(=O)OCC, Oc1ccccc1, c1ccc(P(c2ccccc2)c2ccccc2)cc1. The product is COC(=O)N1CCN(C(=O)OC(C)(C)C)C(CCOc2ccccc2)C1. RXN SMILES: [C:13]([CH3:14])([CH3:15])([CH3:16])[O:17][C:18](=[O:19])[N:20]1[CH:21]([CH2:30][CH2:31][OH:32])[CH2:22][N:23]([C:26](=[O:27])[O:28][CH3:29])[CH2:24][CH2:25]1.[Cl:59][CH2:60][Cl:61].[O:1]=[C:2]([O:3][CH2:4][CH3:5])[N:6]=[N:7][C:8]([O:9][CH2:10][CH3:11])=[O:12].[OH:33][c:34]1[cH:35][cH:36][cH:37][cH:38][cH:39]1.[c:40]1([P:41]([c:42]2[cH:43][cH:44][cH:45][cH:46][cH:47]2)[c:48]2[cH:49][cH:50][cH:51][cH:52][cH:53]2)[cH:54][cH:55][cH:56][cH:57][cH:58]1>>[C:13]([CH3:14])([CH3:15])([CH3:16])[O:17][C:18](=[O:19])[N:20]1[CH:21]([CH2:30][CH2:31][O:32][c:34]2[cH:35][cH:36][cH:37][cH:38][cH:39]2)[CH2:22][N:23]([C:26](=[O:27])[O:28][CH3:29])[CH2:24][CH2:25]1. Starting materials: COC(CCCC1CCNCC1)=O (4-(Piperidin-4-yl)butyric acid methyl ester), COC(CCCC1CCN(CC1)CCOCC1=CC=CC=C1)=O (4-[1-(2-Benzyloxyethyl)piperidin-4-yl]butyric acid methyl ester). The product is COC(CCCC1CCN(CC1)CCCOCC1=CC=CC=C1)=O (4-[1-(3-Benzyloxypropyl)piperidin-4-yl]butyric acid methyl ester). The yield is 40.0%. As a reaction SMILES: [CH3:1][O:2][C:3](=[O:23])[CH2:4][CH2:5][CH2:6][CH:7]1[CH2:12][CH2:11][N:10]([CH2:13][CH2:14]OCC2C=CC=CC=2)[CH2:9][CH2:8]1.[CH3:24][O:25][C:26](=O)[CH2:27][CH2:28][CH2:29][CH:30]1[CH2:35][CH2:34]NCC1>>[CH3:1][O:2][C:3](=[O:23])[CH2:4][CH2:5][CH2:6][CH:7]1[CH2:8][CH2:9][N:10]([CH2:13][CH2:14][CH2:24][O:25][CH2:26][C:27]2[CH:28]=[CH:29][CH:30]=[CH:35][CH:34]=2)[CH2:11][CH2:12]1. Reported procedure: Following the same procedure described for the preparation of compound 3a, the compound 3b was synthesized in 40% yield from compound 2 as a yellow oil. 1H NMR (300 MHz, CD3OD) δ 1.21 (m, 4H), 1.42 (m, 1H), 1.49 (m, 2H), 1.83 (d, 2H), 1.93 (m, 2H), 2.31 (m, 2H), 2.69 (m, 2H), 2.99 (m, 2H), 3.35 (m, 2H), 3.60 (m, 5H), 4.50 (m, 2H), 7.28 (m, 5H). m/z (ESI): 334 [C20H31NO3+H]+. Product: Cl.C[C@H](CCCCC)NCCP(O)(=O)O ((R)-2-(2-Heptylamino)ethanephosphonic acid hydrochloride). The reactants are Cl.C[C@H](CCCCC)NCCP(OCC)(=O)OCC ((R)-diethyl 2-(2-heptylamino)ethanephosphonate hydrochloride). Procedure: A solution of (R)-diethyl 2-(2-heptylamino)ethanephosphonate hydrochloride (0.19 g, 0.68 mmol) in concentrated HCl (7 mL) was heated at 90° C. for 48 hours. The reaction mixture was then evaporated to dryness and the residue triturated with acetone. The white solid was filtered and air-dried giving an 86% overall yield; m.p.=106-112° C. (no lit. value). Run in Cl (HCl). RXN SMILES: [ClH:1].[CH3:2][C@@H:3]([NH:9][CH2:10][CH2:11][P:12]([O:17]CC)(=[O:16])[O:13]CC)[CH2:4][CH2:5][CH2:6][CH2:7][CH3:8]>Cl>[ClH:1].[CH3:2][C@@H:3]([NH:9][CH2:10][CH2:11][P:12]([OH:17])(=[O:13])[OH:16])[CH2:4][CH2:5][CH2:6][CH2:7][CH3:8] |f:0.1,3.4|. The reactants are ClCc1ccccc1, CC(C)(C)C1(C)NCCO1, [Na+], [OH-], O, S=C=S. Yields the product CC(C)(C)C1(C)OCCN1C(=S)SCc1ccccc1. RXN SMILES: [CH2:16]([c:17]1[cH:18][cH:19][cH:20][cH:21][cH:22]1)[Cl:23].[CH3:1][C:2]1([C:7]([CH3:8])([CH3:9])[CH3:10])[O:3][CH2:4][CH2:5][NH:6]1.[Na+:12].[OH-:11].[OH2:24].[S:13]=[C:14]=[S:15]>>[CH3:1][C:2]1([C:7]([CH3:8])([CH3:9])[CH3:10])[O:3][CH2:4][CH2:5][N:6]1[C:14]([S:13][CH2:16][c:17]1[cH:18][cH:19][cH:20][cH:21][cH:22]1)=[S:15]. Reactants: C(#N)C1=CC=C(C=C1)N=C=S (4-cyanophenyl isothiocyanate), CNN (methylhydrazine). Solvent: C(C)O (ethanol). The product is C(#N)C1=CC=C(C=C1)NC(N(N)C)=S (4-(4-cyanophenyl)-2-methyl-3-thiosemicarbazide). The yield is 98.9%. RXN SMILES: [C:1]([C:3]1[CH:8]=[CH:7][C:6]([N:9]=[C:10]=[S:11])=[CH:5][CH:4]=1)#[N:2].[CH3:12][NH:13][NH2:14]>C(O)C>[C:1]([C:3]1[CH:4]=[CH:5][C:6]([NH:9][C:10](=[S:11])[N:13]([CH3:12])[NH2:14])=[CH:7][CH:8]=1)#[N:2]. Procedure details: Following procedures similar to those employed in Step A of Example 2, the reaction of 7.8 g (0.049 mole) of 4-cyanophenyl isothiocyanate with 2.24 g (0.0490 mole) of methylhydrazine in 50 ml of ethanol yielded 10.0 g of 4-(4-cyanophenyl)-2-methyl-3-thiosemicarbazide as a solid, mp 178°-179° C. The nmr spectrum was consistent with the proposed structure. The reactants are BrC1=NNC2=CC=CC(=C12)[N+](=O)[O-] (3-bromo-4-nitro-1H-indazole), Cl.ClCC1=NC(=CC=C1)C1CC1 (2-(chloromethyl)-6-cyclopropylpyridine hydrochloride), Cl.ClCC1=NC(=CC=C1)C(C)C (2-(chloromethyl)-6-isopropylpyridine hydrochloride). Product: ClC1=NN(C2=CC=CC(=C12)[N+](=O)[O-])CC1=NC(=CC=C1)C1CC1 (3-chloro-1-((6-cyclopropylpyridin-2-yl)methyl)-4-nitro-1H-indazole). Yield: 72.0%. Reaction SMILES: Br[C:2]1[C:10]2[C:5](=[CH:6][CH:7]=[CH:8][C:9]=2[N+:11]([O-:13])=[O:12])[NH:4][N:3]=1.Cl.Cl[CH2:16][C:17]1[CH:22]=[CH:21][CH:20]=[C:19]([CH:23]2[CH2:25][CH2:24]2)[N:18]=1.Cl.[Cl:27]CC1C=CC=C(C(C)C)N=1>>[Cl:27][C:2]1[C:10]2[C:5](=[CH:6][CH:7]=[CH:8][C:9]=2[N+:11]([O-:13])=[O:12])[N:4]([CH2:16][C:17]2[CH:22]=[CH:21][CH:20]=[C:19]([CH:23]3[CH2:24][CH2:25]3)[N:18]=2)[N:3]=1 |f:1.2,3.4|. Reported procedure: Prepared according to Preparation D, Step D, substituting 3-chloro-4-nitro-1H-indazole for 3-bromo-4-nitro-1H-indazole and 2-(chloromethyl)-6-cyclopropylpyridine hydrochloride for 2-(chloromethyl)-6-isopropylpyridine hydrochloride, to give the title compound (72%). Starting materials: [I-].C(C)OC(=O)C1=CC(=CN1)C[N+](C)(C)C ([5-(Ethoxycarbonyl)-1H-pyrrol-3-yl]-N,N,N-trimethyl-methanaminium iodide), [C-]#N.[Na+] (sodium cyanide). Solvent: C(C)O (ethanol). Yields the product C(#N)CC=1C=C(NC1)C(=O)OCC (Ethyl 4-(cyanomethyl)-1H-pyrrole-2-carboxylate). RXN SMILES: [I-].[CH2:2]([O:4][C:5]([C:7]1[NH:11][CH:10]=[C:9]([CH2:12][N+](C)(C)C)[CH:8]=1)=[O:6])[CH3:3].[C-:17]#[N:18].[Na+]>C(O)C>[C:17]([CH2:12][C:9]1[CH:8]=[C:7]([C:5]([O:4][CH2:2][CH3:3])=[O:6])[NH:11][CH:10]=1)#[N:18] |f:0.1,2.3|. Procedure details: A solution of the product obtained in Step E and sodium cyanide (0.225 g) in ethanol is heated at reflux for 72 hours. After evaporation to dryness, the residue is taken up in a mixture of CH2Cl2/water. The aqueous phase is extracted three times with CH2Cl2. The organic phases are combined. The organic phase is dried over magnesium sulphate, filtered and evaporated to dryness to yield the title product which is used directly in the next Step. Product: ClC1=CC=C2[C@@]3(C(NC2=C1)=O)C1(N[C@H]([C@@H]3C3=C(C(=CC=C3)Cl)F)C(=O)N[C@@H]3CC[C@H](CC3)O)CC(C1)(CF)CF ((3′R,4′S,5′R)-6″-chloro-4′-(3-chloro-2-fluorophenyl)-3,3-bis(fluoromethyl)-N-(trans-4-hydroxycyclohexyl)-2″-oxo-1″,2″-dihydrodispiro[cyclobutane-1,2′-pyrrolidine-3′,3″-indole]-5′-carboxamide). Procedure details: The compound (70 mg, 0.14 mmol) obtained in Step 1 above and trans-4-aminocyclohexanol (19.4 mg, 0.17 mmol) were used as starting materials and treated in the same way as in Step 2 of Example 12 to give 56 mg (67%) of the title compound as a colorless solid. As a reaction SMILES: [Cl:1][C:2]1[CH:10]=[C:9]2[C:5]([C@@:6]3([C@@H:15]([C:16]4[CH:21]=[CH:20][CH:19]=[C:18]([Cl:22])[C:17]=4[F:23])[C@H:14]([C:24](O)=[O:25])[NH:13][C:12]43[CH2:29][C:28]([CH2:32][F:33])([CH2:30][F:31])[CH2:27]4)[C:7](=[O:11])[NH:8]2)=[CH:4][CH:3]=1.[NH2:34][C@H:35]1[CH2:40][CH2:39][C@H:38]([OH:41])[CH2:37][CH2:36]1>>[Cl:1][C:2]1[CH:10]=[C:9]2[C:5]([C@@:6]3([C@@H:15]([C:16]4[CH:21]=[CH:20][CH:19]=[C:18]([Cl:22])[C:17]=4[F:23])[C@H:14]([C:24]([NH:34][C@H:35]4[CH2:40][CH2:39][C@H:38]([OH:41])[CH2:37][CH2:36]4)=[O:25])[NH:13][C:12]43[CH2:27][C:28]([CH2:30][F:31])([CH2:32][F:33])[CH2:29]4)[C:7](=[O:11])[NH:8]2)=[CH:4][CH:3]=1. Starting materials: ClC1=CC=C2[C@@]3(C(NC2=C1)=O)C1(N[C@H]([C@@H]3C3=C(C(=CC=C3)Cl)F)C(=O)O)CC(C1)(CF)CF ((3′R,4′S,5′R)-6″-chloro-4′-(3-chloro-2-fluorophenyl)-3,3-bis(fluoromethyl)-2″-oxo-1″,2″-dihydrodispiro[cyclobutane-1,2′-pyrrolidine-3′,3″-indole]-5′-carboxylic acid), N[C@@H]1CC[C@H](CC1)O (trans-4-aminocyclohexanol). Yield: 67.1%.